Dataset: the Open Reaction Database (ORD), a public repository of structured organic reaction records. Task: describe an organic reaction: reactants, conditions, products, and yield The reactants are OCC(=O)[C@@H](O)[C@H](O)[C@@H](O)CO (L-sorbose), B(F)(F)F.CCOCC (boron trifluoride etherate), CC(=O)C (acetone), C([O-])(O)=O.[Na+] (sodium bicarbonate). Reaction conditions: temperature -10 celsius. Yields the product CC1(OCC2C(O1)C3C(O2)(OC(O3)(C)C)CO)C (2,3:4,6-di-O-isopropylidene-α-L-sorbofuranose). Yield: 86.0%. As a reaction SMILES: [OH:1][CH2:2][C:3]([C@H:5]([C@@H:7]([C@H:9]([CH2:11][OH:12])[OH:10])[OH:8])[OH:6])=[O:4].B(F)(F)F.CCO[CH2:20][CH3:21].[C:22](=O)(O)[O-].[Na+].[CH3:27][C:28]([CH3:30])=O>>[CH3:22][C:20]1([CH3:21])[O:6][CH:5]2[CH:7]3[O:8][C:28]([CH3:30])([CH3:27])[O:10][C:9]3([CH2:11][OH:12])[O:4][CH:3]2[CH2:2][O:1]1 |f:1.2,3.4|. Reported procedure: A mixture of 15 g (833 millimoles) of L-sorbose, 0.38 ml of boron trifluoride etherate and 333 ml of acetone was refluxed for 6 hours. 40 g of a molecular sieve (3 Å) were present in a Soxhlet extractor between the flask and the reflux condenser. When the reaction was complete, the reaction mixture was cooled to -10° C., and 10 ml of aqueous sodium bicarbonate solution were added. Thereafter, the acetone was distilled off under reduced pressure, the residue was taken up in 200 ml of toluene, and... The reactants are ClC1=C(C(=CC=C1)F)NC=1NC2=C(N1)C=C(C1=C2CC(O1)(C)C)C(=O)O (2-[(2-chloro-6-fluorophenyl)amino]-7,7-dimethyl-7,8-dihydro-1H-furo[3,2-e]benzimidazole-5-carboxylic acid), CCN(C(C)C)C(C)C (DIPEA), S(=O)(Cl)Cl (thionyl chloride), FC(C=1C=CC(=C(N)C1)F)F (5-(difluoromethyl)-2-fluoroaniline). Run in C1CCOC1 (THF). The product is ClC1=C(C(=CC=C1)F)NC1=NC2=C(N1)C=1CC(OC1C(=C2)C(=O)NC2=C(C=CC(=C2)C(F)F)F)(C)C (2-((2-Chloro-6-fluorophenyl)amino)-N-(5-(difluoromethyl)-2-fluorophenyl)-7,7-dimethyl-7,8-dihydro-1H-benzofuro[4,5-d]imidazole-5-carboxamide). The yield is 5.8%. Reaction SMILES: [Cl:1][C:2]1[CH:7]=[CH:6][CH:5]=[C:4]([F:8])[C:3]=1[NH:9][C:10]1[NH:11][C:12]2[C:18]3[CH2:19][C:20]([CH3:23])([CH3:22])[O:21][C:17]=3[C:16]([C:24](O)=[O:25])=[CH:15][C:13]=2[N:14]=1.S(Cl)(Cl)=O.[F:31][CH:32]([F:41])[C:33]1[CH:34]=[CH:35][C:36]([F:40])=[C:37]([CH:39]=1)[NH2:38].CCN(C(C)C)C(C)C>C1COCC1>[Cl:1][C:2]1[CH:7]=[CH:6][CH:5]=[C:4]([F:8])[C:3]=1[NH:9][C:10]1[NH:11][C:12]2[C:18]3[CH2:19][C:20]([CH3:22])([CH3:23])[O:21][C:17]=3[C:16]([C:24]([NH:38][C:37]3[CH:39]=[C:33]([CH:32]([F:31])[F:41])[CH:34]=[CH:35][C:36]=3[F:40])=[O:25])=[CH:15][C:13]=2[N:14]=1. Reported procedure: The title compound was prepared by following the same procedure as described for Example-108 using 2-[(2-chloro-6-fluorophenyl)amino]-7,7-dimethyl-7,8-dihydro-1H-furo[3,2-e]benzimidazole-5-carboxylic acid (Intermediate-15, 0.150 g, 0.400 mmol), thionyl chloride (2.0 mL), 5-(difluoromethyl)-2-fluoroaniline (Intermediate-46, 0.097 g, 0.600 mmol), THF (5.0 mL) and DIPEA (2 mL). The obtained crude product was purified by column chromatography on basic alumina eluting with 0.7-1.0% MeOH:DCM to afford... Starting materials: FC1=C(OC2=CC3=C(NC(=N3)C3=NC=CN=C3)C=C2O)C=CC=C1 (5-(2-fluorophenoxy)-6-hydroxy-2-pyrazin-2-yl-1H-benzimidazole), BrC=1C=CC(=NC1)C#N (5-bromo-2-cyanopyridine). Yields the product FC1=C(OC2=CC3=C(NC(=N3)C3=NC=CN=C3)C=C2OC=2C=NC(=CC2)C#N)C=CC=C1 (5-(2-Fluoro-phenoxy)-2-pyrazin-2-yl-6-(6-cyano-pyridin-3-yloxy)-1H-benzimidazole). RXN SMILES: [F:1][C:2]1[CH:24]=[CH:23][CH:22]=[CH:21][C:3]=1[O:4][C:5]1[C:19]([OH:20])=[CH:18][C:8]2[NH:9][C:10]([C:12]3[CH:17]=[N:16][CH:15]=[CH:14][N:13]=3)=[N:11][C:7]=2[CH:6]=1.Br[C:26]1[CH:27]=[CH:28][C:29]([C:32]#[N:33])=[N:30][CH:31]=1>>[F:1][C:2]1[CH:24]=[CH:23][CH:22]=[CH:21][C:3]=1[O:4][C:5]1[C:19]([O:20][C:26]2[CH:31]=[N:30][C:29]([C:32]#[N:33])=[CH:28][CH:27]=2)=[CH:18][C:8]2[NH:9][C:10]([C:12]3[CH:17]=[N:16][CH:15]=[CH:14][N:13]=3)=[N:11][C:7]=2[CH:6]=1. Procedure details: The entitled compound was obtained as a yellow solid in the same method as in Example 251 (step 2) or in accordance with the method or by combining it with an ordinary method but using 5-(2-fluorophenoxy)-6-hydroxy-2-pyrazin-2-yl-1H-benzimidazole obtained in Example 251 (step 1) and 5-bromo-2-cyanopyridine.